Dataset: the Open Reaction Database (ORD), a public repository of structured organic reaction records. Task: describe an organic reaction: reactants, conditions, products, and yield Starting materials: C#CCNC(=O)OCC, CC[N+](CC)(CC)Cc1ccccc1, Cc1ccccc1, [Cl-], ClCc1ncccn1, [K+], [OH-]. The product is C#CCN(Cc1ncccn1)C(=O)OCC. As a reaction SMILES: [CH2:1]([C:2]#[CH:3])[NH:4][C:5]([O:6][CH2:7][CH3:8])=[O:9].[CH2:21]([N+:22]([CH2:23][CH3:24])([CH2:25][CH3:26])[CH2:27][c:28]1[cH:29][cH:30][cH:31][cH:32][cH:33]1)[CH3:34].[CH3:35][c:36]1[cH:37][cH:38][cH:39][cH:40][cH:41]1.[Cl-:20].[Cl:12][CH2:13][c:14]1[n:15][cH:16][cH:17][cH:18][n:19]1.[K+:11].[OH-:10]>>[CH2:1]([C:2]#[CH:3])[N:4]([C:5]([O:6][CH2:7][CH3:8])=[O:9])[CH2:13][c:14]1[n:15][cH:16][cH:17][cH:18][n:19]1. Reported procedure: In anhydrous diethyl ether was dissolved 100 g of the obtained diethyl heptylmalonate, and the mixture was added dropwise to a solution of 28.7 g of lithium aluminum hydride dispersed in 270 ml of diethyl ether. The mixture was stirred for 15 hours. Then, to the reaction mixture was added gradually 3N hydrochloric acid to make excess lithium aluminum hydride inactive. After washing with 10% aqueous solution of sodium carbonate, then water, the resulting ether layer dried with anhydrous magnesium... Conditions: time 15 hour. As a reaction SMILES: [CH2:1]([CH:8]([C:14](OCC)=[O:15])[C:9](OCC)=[O:10])[CH2:2][CH2:3][CH2:4][CH2:5][CH2:6][CH3:7].[H-].[Al+3].[Li+].[H-].[H-].[H-].Cl>C(OCC)C>[CH2:1]([CH:8]([CH2:9][OH:10])[CH2:14][OH:15])[CH2:2][CH2:3][CH2:4][CH2:5][CH2:6][CH3:7] |f:1.2.3.4.5.6|. Starting materials: Cl (hydrochloric acid), [H-].[Al+3].[Li+].[H-].[H-].[H-] (lithium aluminum hydride), [H-].[Al+3].[Li+].[H-].[H-].[H-] (lithium aluminum hydride), C(CCCCCC)C(C(=O)OCC)C(=O)OCC (diethyl heptylmalonate). Product: 41.2, C(CCCCCC)C(CO)CO (2-heptyl-1,3-propanediol). The solvent is C(C)OCC (diethyl ether), C(C)OCC (diethyl ether). Yield: 6.0%. Starting materials: BrC=1C=CC2=C(C=C(CCS2(=O)=O)C(=O)NC2=CC=C(C=C2)CN(C2CCOCC2)C)C1 (7-bromo-N-[4-[[N-methyl-N-(tetrahydropyran-4-yl)amino]methyl]phenyl]-1,1-dioxo-2,3-dihydro-1-benzothiepine-4-carboxamide), B(OC=1C=CC2=C(CCC(O2)(C)C)C1)([O-])[O-] (2,2-dimethyl-3,4-dihydro-2H-1-benzopyran-6-yl borate), C([O-])([O-])=O.[K+].[K+] (potassium carbonate). Reagents/catalysts: C=1C=CC(=CC1)[P](C=2C=CC=CC2)(C=3C=CC=CC3)[Pd]([P](C=4C=CC=CC4)(C=5C=CC=CC5)C=6C=CC=CC6)([P](C=7C=CC=CC7)(C=8C=CC=CC8)C=9C=CC=CC9)[P](C=1C=CC=CC1)(C=1C=CC=CC1)C=1C=CC=CC1 (tetrakistriphenylphosphinepalladium). Run in C1(=CC=CC=C1)C.C(C)O.O (toluene ethanol water). Conditions: time 1 hour. The product is CC1(OC2=C(CC1)C=C(C=C2)C=2C=CC1=C(C=C(CCS1(=O)=O)C(=O)NC1=CC=C(C=C1)CN(C1CCOCC1)C)C2)C (7-(2,2-dimethyl-3,4-dihydro-2H-1-benzopyran-6-yl)-N-[4-[[N-methyl-N-(tetrahydropyran-4-yl)amino]methyl]phenyl]-1,1-dioxo-2,3-dihydro-1-benzothiepine-4-carboxamide). Isolated yield 33.7%. Reaction SMILES: Br[C:2]1[CH:3]=[CH:4][C:5]2[S:11](=[O:13])(=[O:12])[CH2:10][CH2:9][C:8]([C:14]([NH:16][C:17]3[CH:22]=[CH:21][C:20]([CH2:23][N:24]([CH3:31])[CH:25]4[CH2:30][CH2:29][O:28][CH2:27][CH2:26]4)=[CH:19][CH:18]=3)=[O:15])=[CH:7][C:6]=2[CH:32]=1.B([O-])([O-])O[C:35]1[CH:36]=[CH:37][C:38]2[O:43][C:42]([CH3:45])([CH3:44])[CH2:41][CH2:40][C:39]=2[CH:46]=1.C(=O)([O-])[O-].[K+].[K+]>C1(C)C=CC=CC=1.C(O)C.O.C1C=CC([P]([Pd]([P](C2C=CC=CC=2)(C2C=CC=CC=2)C2C=CC=CC=2)([P](C2C=CC=CC=2)(C2C=CC=CC=2)C2C=CC=CC=2)[P](C2C=CC=CC=2)(C2C=CC=CC=2)C2C=CC=CC=2)(C2C=CC=CC=2)C2C=CC=CC=2)=CC=1>[CH3:44][C:42]1([CH3:45])[CH2:41][CH2:40][C:39]2[CH:46]=[C:35]([C:2]3[CH:3]=[CH:4][C:5]4[S:11](=[O:12])(=[O:13])[CH2:10][CH2:9][C:8]([C:14]([NH:16][C:17]5[CH:18]=[CH:19][C:20]([CH2:23][N:24]([CH3:31])[CH:25]6[CH2:30][CH2:29][O:28][CH2:27][CH2:26]6)=[CH:21][CH:22]=5)=[O:15])=[CH:7][C:6]=4[CH:32]=3)[CH:36]=[CH:37][C:38]=2[O:43]1 |f:2.3.4,5.6.7,^1:69,71,90,109|. Procedure: Under argon atmosphere, a mixture of 7-bromo-N-[4-[[N-methyl-N-(tetrahydropyran-4-yl)amino]methyl]phenyl]-1,1-dioxo-2,3-dihydro-1-benzothiepine-4-carboxamide (300 mg), 2,2-dimethyl-3,4-dihydro-2H-1-benzopyran-6-yl borate (131 mg) and potassium carbonate (160 mg) in toluene/ethanol/water (10/1/1 ml) was stirred at room temperature for 1 hour. To the mixture was added tetrakistriphenylphosphinepalladium (33 mg, 0.029 mmol), and the mixture was refluxed for 6.5 hours, cooled, extracted with ethyl a... The reactants are NC1=CC(NC(N1CC)=O)=O (6-amino-1-ethyl-1,3-dihydropyrimidine-2,4-dione), COC(N(C)C)OC (N,N-dimethylformamide dimethylacetal). The solvent is CN(C(C)=O)C (N,N-dimethylacetamide). Reaction conditions: temperature 40 celsius. The product is CN(C=NC1=CC(NC(N1CC)=O)=O)C (6-[2-(dimethylamino)-1-azavinyl]-1-ethyl-1,3-dihydropyrimidine-2,4-dione). RXN SMILES: [NH2:1][C:2]1[N:7]([CH2:8][CH3:9])[C:6](=[O:10])[NH:5][C:4](=[O:11])[CH:3]=1.CO[CH:14](OC)[N:15]([CH3:17])[CH3:16]>CN(C)C(=O)C>[CH3:14][N:15]([CH3:17])[CH:16]=[N:1][C:2]1[N:7]([CH2:8][CH3:9])[C:6](=[O:10])[NH:5][C:4](=[O:11])[CH:3]=1. Reported procedure: A suspension of 6-amino-1-ethyl-1,3-dihydropyrimidine-2,4-dione (0.77 g, 5 mmol) in anhydrous N,N-dimethylacetamide (25 ml) and N,N-dimethylformamide dimethylacetal (2.7 ml, 20 mmol) and was warmed at 40° C. for 90 minutes. Solvent was then removed under reduced pressure, and the residue triturated with ethanol, filtered, and washed with ethanol, to provide 6-[2-(dimethylamino)-1-azavinyl]-1-ethyl-1,3-dihydropyrimidine-2,4-dione, a compound of formula (6). 1H-NMR (DMSO-d6) δ 10.62 (s, 1H), 8.08 ...